The task is: describe an organic reaction: reactants, conditions, products, and yield. This data is from the Open Reaction Database (ORD), a public repository of structured organic reaction records. Starting materials: CO, CC(=O)c1ccc2nnc(C(F)(F)c3ccc4ncccc4c3)n2n1, NOCCO. The product is CC(=NOCCO)c1ccc2nnc(C(F)(F)c3ccc4ncccc4c3)n2n1. As a reaction SMILES: [CH3:31][OH:32].[F:1][C:2]([c:3]1[n:4][n:5][c:6]2[n:7]1[n:8][c:9]([C:12]([CH3:13])=[O:14])[cH:10][cH:11]2)([c:15]1[cH:16][c:17]2[cH:18][cH:19][cH:20][n:21][c:22]2[cH:23][cH:24]1)[F:25].[NH2:26][O:27][CH2:28][CH2:29][OH:30]>>[F:1][C:2]([c:3]1[n:4][n:5][c:6]2[n:7]1[n:8][c:9]([C:12]([CH3:13])=[N:26][O:27][CH2:28][CH2:29][OH:30])[cH:10][cH:11]2)([c:15]1[cH:16][c:17]2[cH:18][cH:19][cH:20][n:21][c:22]2[cH:23][cH:24]1)[F:25]. Reactants: CN(C)C=O, ClCc1csc(-c2ccccc2)n1, [H-], [Na+], O, CCOC(=O)CCc1cn(Cc2ccc(O)cc2)cc1-c1ccccc1. Product: CCOC(=O)CCc1cn(Cc2ccc(OCc3csc(-c4ccccc4)n3)cc2)cc1-c1ccccc1. RXN SMILES: [CH3:43][N:44]([CH3:45])[CH:46]=[O:47].[Cl:29][CH2:30][c:31]1[n:32][c:33](-[c:36]2[cH:37][cH:38][cH:39][cH:40][cH:41]2)[s:34][cH:35]1.[H-:1].[Na+:2].[OH2:42].[OH:3][c:4]1[cH:5][cH:6][c:7]([CH2:8][n:9]2[cH:10][c:11]([CH2:20][CH2:21][C:22](=[O:23])[O:24][CH2:25][CH3:26])[c:12](-[c:14]3[cH:15][cH:16][cH:17][cH:18][cH:19]3)[cH:13]2)[cH:27][cH:28]1>>[O:3]([c:4]1[cH:5][cH:6][c:7]([CH2:8][n:9]2[cH:10][c:11]([CH2:20][CH2:21][C:22](=[O:23])[O:24][CH2:25][CH3:26])[c:12](-[c:14]3[cH:15][cH:16][cH:17][cH:18][cH:19]3)[cH:13]2)[cH:27][cH:28]1)[CH2:30][c:31]1[n:32][c:33](-[c:36]2[cH:37][cH:38][cH:39][cH:40][cH:41]2)[s:34][cH:35]1. The reactants are NNc1ccc(Br)cc1, CCOC(=O)C(C)=O, CC(=O)O, CCO, Cl. The product is CCOC(=O)C(C)=NNc1ccc(Br)cc1. Reaction SMILES: [Br:2][c:3]1[cH:4][cH:5][c:6]([NH:9][NH2:10])[cH:7][cH:8]1.[C:11]([C:12](=[O:13])[CH3:14])(=[O:15])[O:16][CH2:17][CH3:18].[CH3:19][C:20](=[O:21])[OH:22].[CH3:23][CH2:24][OH:25].[ClH:1]>>[Br:2][c:3]1[cH:4][cH:5][c:6]([NH:9][N:10]=[C:12]([C:11](=[O:15])[O:16][CH2:17][CH3:18])[CH3:14])[cH:7][cH:8]1. The reactants are O=CC1Cc2ccc(Br)cc2C1, Cl, CC(C)(O)c1nc2cc(Cl)ccc2n1C1CCC(N)CC1. Product: CC(C)(O)c1nc2cc(Cl)ccc2n1C1CCC(NCC2Cc3ccc(Br)cc3C2)CC1. RXN SMILES: [Br:23][c:24]1[cH:25][c:26]2[c:30]([cH:31][cH:32]1)[CH2:29][CH:28]([CH:33]=[O:34])[CH2:27]2.[ClH:1].[NH2:2][CH:3]1[CH2:4][CH2:5][CH:6]([n:9]2[c:10]([C:19]([CH3:20])([CH3:21])[OH:22])[n:11][c:12]3[c:13]2[cH:14][cH:15][c:16]([Cl:18])[cH:17]3)[CH2:7][CH2:8]1>>[NH:2]([CH:3]1[CH2:4][CH2:5][CH:6]([n:9]2[c:10]([C:19]([CH3:20])([CH3:21])[OH:22])[n:11][c:12]3[c:13]2[cH:14][cH:15][c:16]([Cl:18])[cH:17]3)[CH2:7][CH2:8]1)[CH2:33][CH:28]1[CH2:27][c:26]2[cH:25][c:24]([Br:23])[cH:32][cH:31][c:30]2[CH2:29]1. Procedure: 4-Amino-5-chloro-2-methoxy-N-(piperidin-4-ylmethyl)benzamide hydrochloride (23.0 g) was dissolved in dimethylformamide (250 ml). Potassium carbonate (28.5 g) and 5-bromopentylphthalimide (20.4 g) were added, and the mixture was stirred at 50° C. for 8 hr. The reaction mixture was concentrated under reduced pressure and the residue was extracted with ethyl acetate. The extract was dried over magnesium sulfate and concentrated under reduced pressure. The obtained residue was purified by silica gel... The solvent is CN(C=O)C (dimethylformamide). Product: NC1=CC(=C(C(=O)NCC2CCN(CC2)CCCCCN2C(C3=CC=CC=C3C2=O)=O)C=C1Cl)OC (4-amino-5-chloro-N-(1-(5-(2,3-dihydro-1,3-dioxo-1H-isoindol-2-yl)pentyl)piperidin-4-ylmethyl)-2-methoxybenzamide). RXN SMILES: Cl.[NH2:2][C:3]1[C:18]([Cl:19])=[CH:17][C:6]([C:7]([NH:9][CH2:10][CH:11]2[CH2:16][CH2:15][NH:14][CH2:13][CH2:12]2)=[O:8])=[C:5]([O:20][CH3:21])[CH:4]=1.[C:22](=[O:25])([O-])[O-].[K+].[K+].BrCCCCC[C:34]1[CH:44]=[CH:43][CH:42]=[C:36]2[C:37]([NH:39][C:40](=[O:41])[C:35]=12)=O>CN(C)C=O>[NH2:2][C:3]1[C:18]([Cl:19])=[CH:17][C:6]([C:7]([NH:9][CH2:10][CH:11]2[CH2:12][CH2:13][N:14]([CH2:18][CH2:3][CH2:4][CH2:5][CH2:37][N:39]3[C:40](=[O:41])[C:35]4[C:34](=[CH:44][CH:43]=[CH:42][CH:36]=4)[C:22]3=[O:25])[CH2:15][CH2:16]2)=[O:8])=[C:5]([O:20][CH3:21])[CH:4]=1 |f:0.1,2.3.4|. Run at temperature 50 celsius, time 8 hour. Yield: 113.3%. The reactants are C([O-])([O-])=O.[K+].[K+] (Potassium carbonate), BrCCCCCC1=C2C(C(=O)NC2=O)=CC=C1 (5-bromopentylphthalimide), Cl.NC1=CC(=C(C(=O)NCC2CCNCC2)C=C1Cl)OC (4-Amino-5-chloro-2-methoxy-N-(piperidin-4-ylmethyl)benzamide hydrochloride). Starting materials: N#N.C(C)OC(CN(CCOC)C([C@@H](NS(=O)(=O)C1=CC2=CC=C(C=C2C(=C1)OC)OC)CCCNC(N)=N)=O)=O (N2 (4, 6-dimethoxy-2-naphthylsulfonyl)-L-arginyl-N-(2-methoxyethyl)glycine ethyl ester). Run in C(C)O (ethanol), [OH-].[Na+] (NaOH). Yields the product N#N.COC1=CC(=CC2=CC=C(C=C12)OC)S(=O)(=O)N[C@@H](CCCNC(N)=N)C(=O)N(CC(=O)O)CCOC (N2 (4, 6-dimethoxy-2-naphthylsulfonyl)-L-arginyl-N-(2-methoxyethyl)glycine). The yield is 55.4%. RXN SMILES: [N:1]#[N:2].C([O:5][C:6](=[O:41])[CH2:7][N:8]([C:13](=[O:40])[C@H:14]([CH2:33][CH2:34][CH2:35][NH:36][C:37](=[NH:39])[NH2:38])[NH:15][S:16]([C:19]1[CH:28]=[C:27]([O:29][CH3:30])[C:26]2[C:21](=[CH:22][CH:23]=[C:24]([O:31][CH3:32])[CH:25]=2)[CH:20]=1)(=[O:18])=[O:17])[CH2:9][CH2:10][O:11][CH3:12])C>C(O)C.[OH-].[Na+]>[N:1]#[N:2].[CH3:30][O:29][C:27]1[C:26]2[C:21](=[CH:22][CH:23]=[C:24]([O:31][CH3:32])[CH:25]=2)[CH:20]=[C:19]([S:16]([NH:15][C@H:14]([C:13]([N:8]([CH2:9][CH2:10][O:11][CH3:12])[CH2:7][C:6]([OH:41])=[O:5])=[O:40])[CH2:33][CH2:34][CH2:35][NH:36][C:37](=[NH:38])[NH2:39])(=[O:18])=[O:17])[CH:28]=1 |f:0.1,3.4,5.6|. Procedure: A solution of 2.5 g of N2 -(4, 6-dimethoxy-2-naphthylsulfonyl)-L-arginyl-N-(2-methoxyethyl)glycine ethyl ester in 5 ml of ethanol and 7 ml of 1N NaOH solution was stirred for 30 hours at room temperature. At the end of this period, the solution was concentrated to 5 ml, chromatographed on 80 ml of Daiaion® SK 102 ion exchange resin (200-300 mesh, H+ form, manufactured by Mitsubishi Chemical Industries Limited) packed in water, washed with water, and eluted with 3% ammonium hydroxide solution. Th... Starting materials: [H-].[Na+] (sodium hydride), O=C(CC(=O)OC)CCCC (methyl 3-oxoheptanoate), Cl (hydrochloric acid), ClCC=1C=CC(=NC1)C1=C(C#N)C=CC=C1 (2-[5-(chloromethyl)pyridin-2-yl]benzonitrile). Reagents/catalysts: [I-].C(CCC)[N+](CCCC)(CCCC)CCCC (tetrabutylammonium iodide). Solvent: oil, O1CCCC1 (tetrahydrofuran), O1CCCC1 (tetrahydrofuran). Reaction conditions: time 30 minute. Product: C(#N)C1=C(C=CC=C1)C1=CC=C(C=N1)CC(C(=O)OC)C(CCCC)=O (methyl 2-{[6-(2-cyanophenyl)pyridin-3-yl]methyl}-3-oxoheptanoate). The yield is 12.9%. RXN SMILES: [H-].[Na+].[O:3]=[C:4]([CH2:10][CH2:11][CH2:12][CH3:13])[CH2:5][C:6]([O:8][CH3:9])=[O:7].Cl[CH2:15][C:16]1[CH:17]=[CH:18][C:19]([C:22]2[CH:29]=[CH:28][CH:27]=[CH:26][C:23]=2[C:24]#[N:25])=[N:20][CH:21]=1.Cl>O1CCCC1.[I-].C([N+](CCCC)(CCCC)CCCC)CCC>[C:24]([C:23]1[CH:26]=[CH:27][CH:28]=[CH:29][C:22]=1[C:19]1[N:20]=[CH:21][C:16]([CH2:15][CH:5]([C:4](=[O:3])[CH2:10][CH2:11][CH2:12][CH3:13])[C:6]([O:8][CH3:9])=[O:7])=[CH:17][CH:18]=1)#[N:25] |f:0.1,6.7|. Procedure: To a mixture of 60% sodium hydride in oil (3.27 g) and tetrahydrofuran (50 mL) was added dropwise a mixture of methyl 3-oxoheptanoate (16.18 g) in tetrahydrofuran (50 mL) at 0° C., and the mixture was stirred at room temperature for 30 min. Then, 2-[5-(chloromethyl)pyridin-2-yl]benzonitrile (4.45 g) and tetrabutylammonium iodide (2.27 g) were added, and the mixture was stirred at room temperature overnight. The reaction mixture was poured into 1 M hydrochloric acid (70 mL), and the mixture was e...